This data is from the Open Reaction Database (ORD), a public repository of structured organic reaction records. The task is: describe an organic reaction: reactants, conditions, products, and yield The reactants are C(C)OC=C(C(=O)OCC)C(=O)OCC (diethyl ethoxymethylenemalonate), FC(C(=N)N)(F)F (trifluoroacetamidine), CC[O-].[Na+] (NaOEt). The solvent is CCO (EtOH). Yields the product FC(C1=NC=C(C(=N1)O)C(=O)OCC)(F)F (Ethyl 2-trifluoromethyl-4-hydroxypyrimidine-5-carboxylate). Yield: 54.9%. Reaction SMILES: C(O[CH:4]=[C:5]([C:11]([O:13]CC)=O)[C:6]([O:8][CH2:9][CH3:10])=[O:7])C.[F:16][C:17]([F:22])([F:21])[C:18]([NH2:20])=[NH:19].CC[O-].[Na+]>CCO>[F:16][C:17]([F:22])([F:21])[C:18]1[N:20]=[C:11]([OH:13])[C:5]([C:6]([O:8][CH2:9][CH3:10])=[O:7])=[CH:4][N:19]=1 |f:2.3|. Procedure details: A solution of diethyl ethoxymethylenemalonate (35.0 g, 162 mmol), trifluoroacetamidine (18 g, 162 mmol) and NaOEt (11.0 g, 162 mmol) in EtOH (200 mL) was heated at reflux for 6 h. The reaction mixture was concentrated and H2O (48 mL) was added. The resulting solid was filtered, washed with Et2O (300 mL) and H2O (200 mL), and dried to give the title compound (21 g, 50% yield); m.p. >220° C. (dec.); 1HNMR (DMSO-d6) δ 8.38, 4.16 (q, 2H), 1.25 (q, 3H). Reactants: COc1cc2c(cc1OC)C(=O)CC2, CCO, Cl, O=[N+]([O-])c1ccc(CNO)cc1, COc1cc2c(cc1OC)C(=NOCc1ccc([N+](=O)[O-])cc1)CCC2, c1ccncc1. The product is COc1cc2c(cc1OC)C(=NOCc1ccc([N+](=O)[O-])cc1)CC2. Reaction SMILES: [CH3:1][O:2][c:3]1[cH:4][c:5]2[c:6]([cH:7][c:8]1[O:9][CH3:10])[C:11](=[O:12])[CH2:13][CH2:14]2.[CH3:60][CH2:61][OH:62].[ClH:15].[N+:16]([c:17]1[cH:18][cH:19][c:20]([CH2:21][NH:22][OH:23])[cH:24][cH:25]1)([O-:26])=[O:27].[N+:34](=[O:35])([O-:36])[c:37]1[cH:38][cH:39][c:40]([CH2:41][O:42][N:43]=[C:44]2[CH2:45][CH2:46][CH2:47][c:48]3[cH:49][c:50]([O:56][CH3:57])[c:51]([O:54][CH3:55])[cH:52][c:53]32)[cH:58][cH:59]1.[cH:28]1[cH:29][cH:30][n:31][cH:32][cH:33]1>>[N+:34](=[O:35])([O-:36])[c:37]1[cH:38][cH:39][c:40]([CH2:41][O:42][N:43]=[C:44]2[CH2:45][CH2:47][c:48]3[cH:49][c:50]([O:56][CH3:57])[c:51]([O:54][CH3:55])[cH:52][c:53]32)[cH:58][cH:59]1. Reactants: C(C1=CC=CC=C1)N1[C@@H]2CN([C@H](C1)C2)C(=O)OCC ((1S,4S)-2-benzyl-5-ethoxycarbonyl-2,5-diazabicyclo(2.2.1)heptane), [H-].[H-].[H-].[H-].[Li+].[Al+3] (LiAlH4), CCOCC (ether), O (H2O), O (H2O). Run in C1CCOC1 (THF), [NH4+].[OH-] (NH4OH), C1CCOC1 (THF). Yields the product C(C1=CC=CC=C1)N1[C@@H]2CN([C@H](C1)C2)C ((1S,4S)-2-benzyl-5-methyl-2,5-diazabicyclo(2.2.1)heptane). Isolated yield 83.7%. RXN SMILES: [CH2:1]([N:8]1[CH2:13][C@@H:12]2[CH2:14][C@H:9]1[CH2:10][N:11]2[C:15](OCC)=O)[C:2]1[CH:7]=[CH:6][CH:5]=[CH:4][CH:3]=1.[H-].[H-].[H-].[H-].[Li+].[Al+3].CCOCC.O>C1COCC1.[NH4+].[OH-]>[CH2:1]([N:8]1[CH2:13][C@@H:12]2[CH2:14][C@H:9]1[CH2:10][N:11]2[CH3:15])[C:2]1[CH:3]=[CH:4][CH:5]=[CH:6][CH:7]=1 |f:1.2.3.4.5.6,10.11|. Procedure: To a solution of (1S,4S)-2-benzyl-5-ethoxycarbonyl-2,5-diazabicyclo(2.2.1)heptane (3.3 g, 0.013 mol) in THF at -10° C., was added dropwise 1M LiAlH4 in ether (26.3 mL, 0.026 mol). The reaction mixture was slowly warmed to room temperature and mixed overnight. Upon cooling to 0° C., 4 mL of 95% THF:H2O was slowly added followed by 4 mL of H2O. The mixture was diluted with NH4OH (40 mL), filtered through a celite pad and concentrated in vacuo. The remaining NH4OH solution was further diluted with ...